The task is: describe an organic reaction: reactants, conditions, products, and yield. This data is from the Open Reaction Database (ORD), a public repository of structured organic reaction records. Reactants: ClCCl, S=C(Cl)Cl, Nc1ccc(Cl)nc1, O. The product is S=C=Nc1ccc(Cl)nc1. RXN SMILES: [Cl:13][CH2:14][Cl:15].[Cl:9][C:10]([Cl:11])=[S:12].[NH2:1][c:2]1[cH:3][cH:4][c:5]([Cl:8])[n:6][cH:7]1.[OH2:16]>>[N:1]([c:2]1[cH:3][cH:4][c:5]([Cl:8])[n:6][cH:7]1)=[C:10]=[S:12]. The product is Fc1ccc(-n2nc(C3CCNCC3)c3ccccc32)cc1. The reactants are N#CN1CCC(c2nn(-c3ccc(F)cc3)c3ccccc23)CC1, [Na+], [OH-], O. RXN SMILES: [F:1][c:2]1[cH:3][cH:4][c:5](-[n:8]2[n:9][c:10]([CH:17]3[CH2:18][CH2:19][N:20]([C:23]#[N:24])[CH2:21][CH2:22]3)[c:11]3[cH:12][cH:13][cH:14][cH:15][c:16]23)[cH:6][cH:7]1.[Na+:26].[OH-:25].[OH2:27]>>[F:1][c:2]1[cH:3][cH:4][c:5](-[n:8]2[n:9][c:10]([CH:17]3[CH2:18][CH2:19][NH:20][CH2:21][CH2:22]3)[c:11]3[cH:12][cH:13][cH:14][cH:15][c:16]23)[cH:6][cH:7]1. Starting materials: C(C=C)#N (Acrylonitrile), CC(C#N)CC(C)C (2,4-dimethylvaleronitrile), C=CC1=CC=CC=C1 (styrene), C(=C)(C)C1=CC=C(C=C1)O (p-isopropenylphenol), N(=NC(C#N)(CC(C)C)C)C(C#N)(CC(C)C)C (2,2'-azobis(2,4-dimethylvaleronitrile)). The solvent is C(C)(=O)OCC (ethyl acetate), C(C)(=O)OCC (ethyl acetate). Yields the product C(=C)(C)C1=C(C=CC=C1)O (isopropenylphenol). Reaction SMILES: C(#N)C=C.C=CC1C=CC=CC=1.C(C1C=C[C:19]([OH:22])=[CH:18][CH:17]=1)(C)=C.C[CH:24]([CH2:27][CH:28]([CH3:30])[CH3:29])[C:25]#N.N(C(C)(CC(C)C)C#N)=NC(C)(CC(C)C)C#N>C(OCC)(=O)C>[C:28]([C:27]1[CH:24]=[CH:25][CH:17]=[CH:18][C:19]=1[OH:22])([CH3:29])=[CH2:30]. Reported procedure: Acrylonitrile (270 g), styrene (630 g), p-isopropenylphenol (100 g), ethyl acetate (250 g) and 2,2'-azobis(2,4-dimethylvaleronitrile (5 g) were fed and polymerized at 60° C. for 4 hours, followed by further adding ethyl acetate (250 g) and 2,2'-azobis(2,4-dimethylvaleronitrile) (5 g) and further polymerization at 60° C. for 4 hours. Solvent was then removed under reduced pressure to obtain a copolymer of isopropenylphenol (hereinafter abbreviated to phenolic polymer B). The viscosity of 5% solut... The product is N[C@@H]1C[C@H](N(C1)CC)CO ((2S,4R)-4-amino-N-ethyl-2-hydroxymethyl pyrrolidine). Run in O1CCCC1 (tetrahydrofuran), O1CCCC1 (tetrahydrofuran), O1CCCC1 (tetrahydrofuran). Reaction conditions: time 1 hour. As a reaction SMILES: [H-].[Al+3].[Li+].[H-].[H-].[H-].[N:7]([C@H:10]1[CH2:14][N:13]([CH2:15][CH3:16])[C@H:12]([C:17](OCC)=[O:18])[CH2:11]1)=[N+]=[N-].[OH-].[Na+]>O1CCCC1>[NH2:7][C@H:10]1[CH2:14][N:13]([CH2:15][CH3:16])[C@H:12]([CH2:17][OH:18])[CH2:11]1 |f:0.1.2.3.4.5,7.8|. Reactants: N(=[N+]=[N-])[C@@H]1C[C@H](N(C1)CC)C(=O)OCC ((2S,4R)-4-azido 2-ethoxycarbonyl-N-ethyl pyrrolidine), [OH-].[Na+] (NaOH), [H-].[Al+3].[Li+].[H-].[H-].[H-] (lithium aluminium hydride), [H-].[Al+3].[Li+].[H-].[H-].[H-] (lithium aluminium hydride). Procedure: To a suspension of 0.99 g of lithium aluminium hydride in 15 ml of tetrahydrofuran, a solution of 3.03 g of (2S,4R)-4-azido 2-ethoxycarbonyl-N-ethyl pyrrolidine in 10 ml of tetrahydrofuran was dropwise added while cooling and the combined was stirred for 1 hour. Sirring was continued at room temperature for additional 2 hours, and then a mixture of 4.7 ml of aqueous 1N-NaOH solution and 33 ml of tetrahydrofuran was added to decompose excess amount of lithium aluminium hydride. After filtrating t... Starting materials: Cc1cc(C(F)(C(F)(F)F)C(F)(F)F)cc(C)c1NC(=O)c1cc(F)c(C#N)c([N+](=O)[O-])c1F, CO, [H][H]. The product is Cc1cc(C(F)(C(F)(F)F)C(F)(F)F)cc(C)c1NC(=O)c1cc(F)c(C#N)c(N)c1F. Reaction SMILES: [C:1](#[N:2])[c:3]1[c:4]([N+:32]([O-:33])=[O:34])[c:5]([F:31])[c:6]([C:7](=[O:8])[NH:9][c:10]2[c:11]([CH3:27])[cH:12][c:13]([C:17]([C:18]([F:19])([F:20])[F:21])([C:22]([F:23])([F:24])[F:25])[F:26])[cH:14][c:15]2[CH3:16])[cH:28][c:29]1[F:30].[CH3:37][OH:38].[H:35][H:36]>>[C:1](#[N:2])[c:3]1[c:4]([NH2:32])[c:5]([F:31])[c:6]([C:7](=[O:8])[NH:9][c:10]2[c:11]([CH3:27])[cH:12][c:13]([C:17]([C:18]([F:19])([F:20])[F:21])([C:22]([F:23])([F:24])[F:25])[F:26])[cH:14][c:15]2[CH3:16])[cH:28][c:29]1[F:30]. Starting materials: ClC1=NC(=C(C(=O)N[C@@H]2CC[C@H](CC2)C(F)(F)F)C=C1[N+](=O)[O-])OCCF (6-chloro-2-(2-fluoro-ethoxy)-5-nitro-N-(trans-4-trifluoromethyl-cyclohexyl)-nicotinamide), N (ammonia). The solvent is C1CCOC1 (THF). Yields the product FCCOC1=C(C(=O)N[C@@H]2CC[C@H](CC2)C(F)(F)F)C=C(C(=N1)N)[N+](=O)[O-] (2-(2-Fluoro-ethoxy)-6-amino-5-nitro-N-(trans-4-trifluoromethyl-cyclohexyl)-nicotinamide). As a reaction SMILES: Cl[C:2]1[C:20]([N+:21]([O-:23])=[O:22])=[CH:19][C:5]([C:6]([NH:8][C@H:9]2[CH2:14][CH2:13][C@H:12]([C:15]([F:18])([F:17])[F:16])[CH2:11][CH2:10]2)=[O:7])=[C:4]([O:24][CH2:25][CH2:26][F:27])[N:3]=1.[NH3:28]>C1COCC1>[F:27][CH2:26][CH2:25][O:24][C:4]1[N:3]=[C:2]([NH2:28])[C:20]([N+:21]([O-:23])=[O:22])=[CH:19][C:5]=1[C:6]([NH:8][C@H:9]1[CH2:14][CH2:13][C@H:12]([C:15]([F:18])([F:17])[F:16])[CH2:11][CH2:10]1)=[O:7]. Procedure details: The sub-title compound is prepared from 6-chloro-2-(2-fluoro-ethoxy)-5-nitro-N-(trans-4-trifluoromethyl-cyclohexyl)-nicotinamide (1.30 g, 2.98 mmol) and conc. ammonia (0.90 mL, 14.92 mmol) in THF (30 mL) in analogy with method described in example 3c. The reactants are CC12CCC(C3(OC4=C(C31C)C=C(C=C4)C(=O)C4=CC=C(C(=O)OC)C=C4)C)C2 (methyl 4-[(1,2,3,4-tetrahydro-1,4a,9b-trimethyl-1,4-methanodibenzofuran-8-yl)carbonyl]benzoate), [OH-].[Na+] (sodium hydroxide). Solvent: CO (methanol). Product: CC12CCC(C3(OC4=C(C31C)C=C(C=C4)C(=O)C4=CC=C(C(=O)O)C=C4)C)C2 (4-[(1,2,3,4-tetrahydro-1,4a,9b-trimethyl-1,4-methanodibenzofuran-8-yl)carbonyl]benzoic acid). Reaction SMILES: [CH3:1][C:2]12[CH2:29][CH:5]([C:6]3([CH3:28])[C:10]1([CH3:11])[C:9]1[CH:12]=[C:13]([C:16]([C:18]4[CH:27]=[CH:26][C:21]([C:22]([O:24]C)=[O:23])=[CH:20][CH:19]=4)=[O:17])[CH:14]=[CH:15][C:8]=1[O:7]3)[CH2:4][CH2:3]2.[OH-].[Na+]>CO>[CH3:1][C:2]12[CH2:29][CH:5]([C:6]3([CH3:28])[C:10]1([CH3:11])[C:9]1[CH:12]=[C:13]([C:16]([C:18]4[CH:19]=[CH:20][C:21]([C:22]([OH:24])=[O:23])=[CH:26][CH:27]=4)=[O:17])[CH:14]=[CH:15][C:8]=1[O:7]3)[CH2:4][CH2:3]2 |f:1.2|. Reported procedure: 2.52 g (6.44 mmol) of the ester obtained in Example 8, in solution in 30 ml of methanol, were treated with 2.5 g of sodium hydroxide and heated at reflux for 3 hours. After the same treatment as in Example 7, followed by recrystallization from hexane, 2.35 g (97%) of the expected coompound, melting at 262°-264° C., are isolated. Reactants: N1CCCCC1 (Piperidine), OC1SCC(SC1)O (2,5-dihydroxy-1,4-dithiane), C(#N)CC(=O)OCC (ethyl cyanoacetate). Run at time 4 hour. Product: NC1=C(C=CS1)C(=O)OCC (Ethyl 2-amino-3-thenoate). Reaction SMILES: N1CCCCC1.O[CH:8]1[CH2:13]SC(O)C[S:9]1.[C:15]([CH2:17][C:18]([O:20][CH2:21][CH3:22])=[O:19])#[N:16]>>[NH2:16][C:15]1[S:9][CH:8]=[CH:13][C:17]=1[C:18]([O:20][CH2:21][CH3:22])=[O:19]. Reported procedure: Piperidine (20.7 ml) was added dropwise with stirring to a mixture of 2,5-dihydroxy-1,4-dithiane (17.5 g) and ethyl cyanoacetate (23.7 g). The mixture was stirred at room temperature for 4 hours and then allowed to stand overnight. It was filtered and the filtrate evaporated to dryness. The residue was dissolved in ether, filered and evaporated to dryness. The residue was triturated with light petroleum (b.p. 60-80° C.) containing a small amount of ethyl acetate. The gummy solid obtained was pur... Starting materials: C(C)OC(C(C)(C)OC=1C=C2C(=NC1)N(C(=C2)C(=CC2CCCC2)C2=CC=C(C=C2)S(=O)(=O)C)S(=O)(=O)C2=CC=CC=C2)=O (2-{1-benzenesulfonyl-2-[2-cyclopentyl-1-(4-methanesulfonyl-phenyl)-vinyl]-1H-pyrrolo[2,3-b]pyridin-5-yloxy}-2-methyl-propionic acid ethyl ester), [F-].C(CCC)[N+](CCCC)(CCCC)CCCC (tetrabutylammonium fluoride). Solvent: C(C)(=O)OCC (ethyl acetate), O1CCCC1 (tetrahydrofuran), O1CCCC1 (tetrahydrofuran). Product: C(C)OC(C(C)(C)OC=1C=C2C(=NC1)NC(=C2)C(=CC2CCCC2)C2=CC=C(C=C2)S(=O)(=O)C)=O (2-{2-[2-cyclopentyl-1-(4-methanesulfonyl-phenyl)-vinyl]-1H-pyrrolo[2,3-b]pyridin-5-yloxy}-2-methyl-propionic acid ethyl ester). The yield is 99.2%. As a reaction SMILES: [CH2:1]([O:3][C:4](=[O:44])[C:5]([O:8][C:9]1[CH:10]=[C:11]2[CH:17]=[C:16]([C:18]([C:25]3[CH:30]=[CH:29][C:28]([S:31]([CH3:34])(=[O:33])=[O:32])=[CH:27][CH:26]=3)=[CH:19][CH:20]3[CH2:24][CH2:23][CH2:22][CH2:21]3)[N:15](S(C3C=CC=CC=3)(=O)=O)[C:12]2=[N:13][CH:14]=1)([CH3:7])[CH3:6])[CH3:2].[F-].C([N+](CCCC)(CCCC)CCCC)CCC>O1CCCC1.C(OCC)(=O)C>[CH2:1]([O:3][C:4](=[O:44])[C:5]([O:8][C:9]1[CH:10]=[C:11]2[CH:17]=[C:16]([C:18]([C:25]3[CH:26]=[CH:27][C:28]([S:31]([CH3:34])(=[O:33])=[O:32])=[CH:29][CH:30]=3)=[CH:19][CH:20]3[CH2:24][CH2:23][CH2:22][CH2:21]3)[NH:15][C:12]2=[N:13][CH:14]=1)([CH3:7])[CH3:6])[CH3:2] |f:1.2|. Reported procedure: A solution of 2-{1-benzenesulfonyl-2-[2-cyclopentyl-1-(4-methanesulfonyl-phenyl)-vinyl]-1H-pyrrolo[2,3-b]pyridin-5-yloxy}-2-methyl-propionic acid ethyl ester (1.34 g, 2.11 mmol) in tetrahydrofuran (0.5 mL) and a tetrabutylammonium fluoride solution in tetrahydrofuran (1 M, 8.0 mL, 8.0 mmol) was stirred at room temperature for 12 h. The resulting mixture was diluted with ethyl acetate (150 mL), washed with a saturated aqueous ammonium chloride solution and brine, dried over anhydrous sodium sulfa...